This data is from the Open Reaction Database (ORD), a public repository of structured organic reaction records. The task is: describe an organic reaction: reactants, conditions, products, and yield Starting materials: COc1ccc(N2Cc3cnc(Nc4ccccc4)nc3N(C3CCC(O[Si](C)(C)C(C)(C)C)C3)C2=O)cc1, ClCCl, O, O=C(O)C(F)(F)F. The product is COc1ccc(N2Cc3cnc(Nc4ccccc4)nc3N(C3CCC(O)C3)C2=O)cc1. As a reaction SMILES: [C:1]([Si:2]([CH3:3])([CH3:4])[O:6][CH:7]1[CH2:8][CH:9]([N:12]2[C:13](=[O:37])[N:14]([c:29]3[cH:30][cH:31][c:32]([O:35][CH3:36])[cH:33][cH:34]3)[CH2:15][c:16]3[c:17]2[n:18][c:19]([NH:22][c:23]2[cH:24][cH:25][cH:26][cH:27][cH:28]2)[n:20][cH:21]3)[CH2:10][CH2:11]1)([CH3:5])([CH3:38])[CH3:39].[Cl:47][CH2:48][Cl:49].[OH2:50].[OH:40][C:41]([C:42]([F:43])([F:44])[F:45])=[O:46]>>[OH:6][CH:7]1[CH2:8][CH:9]([N:12]2[C:13](=[O:37])[N:14]([c:29]3[cH:30][cH:31][c:32]([O:35][CH3:36])[cH:33][cH:34]3)[CH2:15][c:16]3[c:17]2[n:18][c:19]([NH:22][c:23]2[cH:24][cH:25][cH:26][cH:27][cH:28]2)[n:20][cH:21]3)[CH2:10][CH2:11]1. The reactants are CC(C)(C)O, C=Cc1cc(C(=O)NCc2c(C)cc(C)[nH]c2=O)c2cnn(C(C)C)c2n1, C[N+]1([O-])CCOCC1, CO, ClCCl, ClCCl, O=[Os](=O)(=O)=O, O. The product is Cc1cc(C)c(CNC(=O)c2cc(C(O)CO)nc3c2cnn3C(C)C)c(=O)[nH]1. RXN SMILES: [C:36]([OH:37])([CH3:38])([CH3:39])[CH3:40].[CH3:1][c:2]1[c:3]([CH2:10][NH:11][C:12](=[O:13])[c:14]2[c:15]3[c:16]([n:17][c:18]([CH:20]=[CH2:21])[cH:19]2)[n:22]([CH:25]([CH3:26])[CH3:27])[n:23][cH:24]3)[c:4](=[O:9])[nH:5][c:6]([CH3:8])[cH:7]1.[CH3:28][N+:29]1([O-:30])[CH2:31][CH2:33][O:32][CH2:34][CH2:35]1.[CH3:50][OH:51].[Cl:42][CH2:43][Cl:44].[Cl:52][CH2:53][Cl:54].[O:45]=[Os:46](=[O:47])(=[O:48])=[O:49].[OH2:41]>>[CH3:1][c:2]1[c:3]([CH2:10][NH:11][C:12](=[O:13])[c:14]2[c:15]3[c:16]([n:17][c:18]([CH:20]([CH2:21][OH:32])[OH:41])[cH:19]2)[n:22]([CH:25]([CH3:26])[CH3:27])[n:23][cH:24]3)[c:4](=[O:9])[nH:5][c:6]([CH3:8])[cH:7]1. Reactants: C1CCOC1, OC1CCOc2ccccc21, CCOC(=O)N=NC(=O)OCC, COC(=O)c1ccc(O)cc1OC, c1ccc(P(c2ccccc2)c2ccccc2)cc1. The product is COC(=O)c1ccc(OC(=O)C2CCOc3ccccc32)cc1OC. RXN SMILES: [CH2:56]1[O:57][CH2:58][CH2:59][CH2:60]1.[O:33]1[CH2:34][CH2:35][CH:36]([OH:43])[c:37]2[cH:38][cH:39][cH:40][cH:41][c:42]21.[O:44]=[C:45]([O:46][CH2:47][CH3:48])[N:49]=[N:50][C:51]([O:52][CH2:53][CH3:54])=[O:55].[OH:1][c:2]1[cH:3][c:4]([O:12][CH3:13])[c:5]([C:6](=[O:7])[O:8][CH3:9])[cH:10][cH:11]1.[c:14]1([P:15]([c:16]2[cH:17][cH:18][cH:19][cH:20][cH:21]2)[c:22]2[cH:23][cH:24][cH:25][cH:26][cH:27]2)[cH:28][cH:29][cH:30][cH:31][cH:32]1>>[O:1]([c:2]1[cH:3][c:4]([O:12][CH3:13])[c:5]([C:6](=[O:7])[O:8][CH3:9])[cH:10][cH:11]1)[C:45]([CH:36]1[CH2:35][CH2:34][O:33][c:42]2[c:37]1[cH:38][cH:39][cH:40][cH:41]2)=[O:44]. The reactants are hydroxysteroids, BrCCCO (3-bromo-1-propanol), C(C)(C)(C)C1=NC(=CC=C1)C(C)(C)C (2,6-di-tert-butylpyridine), FC(S(=O)(=O)OS(=O)(=O)C(F)(F)F)(F)F (trifluoromethansulfonic anhydride), triflates, OC[C@@H]1CC[C@H](CC1)N(S(=O)(=O)C1=CC=C(C=C1)C(F)(F)F)C (trans-N-(4-Hydroxymethyl-cyclohexyl)-N-methyl-4-trifluoromethyl-benzenesulfonamide), C(C)(C)(C)C1=NC(=CC=C1)C(C)(C)C (2,6-di-tert-butylpyridine). The solvent is C(Cl)Cl (CH2Cl2), C(Cl)Cl (CH2Cl2), [N+](=O)([O-])C (nitromethane). Run at temperature 60 celsius, time 2.5 hour. Yields the product BrCCCOC[C@@H]1CC[C@H](CC1)N(S(=O)(=O)C1=CC=C(C=C1)C(F)(F)F)C (trans-N-[4-(3-Bromo-propoxymethyl)-cyclohexyl]-N-methyl-4-trifluoromethyl-benzenesulfonamide). Isolated yield 63.5%. Reaction SMILES: [Br:1][CH2:2][CH2:3][CH2:4][OH:5].C(C1C=CC=C(C(C)(C)C)N=1)(C)(C)C.FC(F)(F)S(OS(C(F)(F)F)(=O)=O)(=O)=O.O[CH2:36][C@H:37]1[CH2:42][CH2:41][C@H:40]([N:43]([CH3:57])[S:44]([C:47]2[CH:52]=[CH:51][C:50]([C:53]([F:56])([F:55])[F:54])=[CH:49][CH:48]=2)(=[O:46])=[O:45])[CH2:39][CH2:38]1>C(Cl)Cl.[N+](C)([O-])=O>[Br:1][CH2:2][CH2:3][CH2:4][O:5][CH2:36][C@H:37]1[CH2:38][CH2:39][C@H:40]([N:43]([CH3:57])[S:44]([C:47]2[CH:48]=[CH:49][C:50]([C:53]([F:56])([F:54])[F:55])=[CH:51][CH:52]=2)(=[O:45])=[O:46])[CH2:41][CH2:42]1. Procedure details: [following a procedure of Belostotskii, Anatoly M.; Hassner, Alfred. Synthetic methods. 41. Etherification of hydroxysteroids via triflates. Tetrahedron Lett. (1994), 35(28), 5075-6.]. A solution of 0.175 ml (2 mmol) 3-bromo-1-propanol and 0.48 ml 2,6-di-tert-butylpyridine in 1 ml CH2Cl2 was treated at 0° C. with a solution of 0.35 ml (2.1 mmol) trifluoromethansulfonic anhydride in 0.5 ml CH2Cl2. After 2.5 h at 0° C., the violet solution was evaporated, dissolved in 1 ml nitromethane and treated... Reactants: NC1=CC=CC=C1 (aniline), C(C1=CC=CC=C1)OC(=O)N[C@@H](C)C(=O)N1[C@H](C(=O)O)CCC1 (N-benzyloxycarbonyl-L-alanyl-L-proline), C(C)N1CCOCC1 (N-ethylmorpholine), ClC(=O)OCC(C)C (isobutyl chloroformate), C(C)N1CCOCC1 (N-ethylmorpholine). Run in O1CCCC1 (tetrahydrofuran), CCOCC (ether). Run at temperature -10 celsius, time 20 minute. The product is C(C1=CC=CC=C1)OC(=O)N[C@@H](C)C(=O)N1[C@H](C(=O)NC2=CC=CC=C2)CCC1 (N-benzyloxycarbonyl-L-alanyl-L-proline anilide). Yield: 81.0%. RXN SMILES: [CH2:1]([O:8][C:9]([NH:11][C@H:12]([C:14]([N:16]1[CH2:23][CH2:22][CH2:21][C@H:17]1[C:18]([OH:20])=O)=[O:15])[CH3:13])=[O:10])[C:2]1[CH:7]=[CH:6][CH:5]=[CH:4][CH:3]=1.C(N1CCOCC1)C.ClC(OCC(C)C)=O.[NH2:40][C:41]1[CH:46]=[CH:45][CH:44]=[CH:43][CH:42]=1>O1CCCC1.CCOCC>[CH2:1]([O:8][C:9]([NH:11][C@H:12]([C:14]([N:16]1[CH2:23][CH2:22][CH2:21][C@H:17]1[C:18]([NH:40][C:41]1[CH:46]=[CH:45][CH:44]=[CH:43][CH:42]=1)=[O:20])=[O:15])[CH3:13])=[O:10])[C:2]1[CH:3]=[CH:4][CH:5]=[CH:6][CH:7]=1. Procedure: 32 g (0.1 mol) of N-benzyloxycarbonyl-L-alanyl-L-proline were dissolved in 300 ml of dry tetrahydrofuran and the solution was cooled to -10° C. 12.7 ml (0.1 mol) of N-ethylmorpholine and 13.1 ml (0.1 mol) of isobutyl chloroformate were added and the solution was stirred for 20 minutes while maintaining the temperature at -10° C. 9.3 ml of aniline were then added and the mixture was stirred at 0° C. for 1 hour. The mixture was found to be slightly acidic and a further 1 g of N-ethylmorpholine was... Starting materials: [OH-].[K+] (Potassium hydroxide), BrC1=C(C=CC(=C1)C(=O)OC)C(=O)OC (2-bromo-1,4-benzenedicarboxylic acid, dimethyl ester). The solvent is CO (methanol). Conditions: temperature 25 celsius, time 24 hour. Yields the product BrC=1C=C(C(=O)O)C=CC1C(=O)OC (3-bromo-4-(methoxycarbonyl)benzoic acid). Yield: 24.8%. RXN SMILES: [OH-].[K+].[Br:3][C:4]1[CH:9]=[C:8]([C:10]([O:12]C)=[O:11])[CH:7]=[CH:6][C:5]=1[C:14]([O:16][CH3:17])=[O:15]>CO>[Br:3][C:4]1[CH:9]=[C:8]([CH:7]=[CH:6][C:5]=1[C:14]([O:16][CH3:17])=[O:15])[C:10]([OH:12])=[O:11] |f:0.1|. Reported procedure: Potassium hydroxide (2.87 g, 51 mmol) was added to a solution of 2-bromo-1,4-benzenedicarboxylic acid, dimethyl ester (14 g, 51 mmol) in methanol (50 mL) at 25° C. The reaction mixture was stirred at 25° C. for 24 h and then at 50° C. for 3 h. The solvent was concentrated under reduced pressure and the residue was diluted with water (100 mL) and extracted with ethyl acetate (2×200 mL). The water layer was acidified to pH 2 with 2N hydrochloric acid solution and extracted with ethyl acetate (2×20...